Task: describe an organic reaction: reactants, conditions, products, and yield. Dataset: the Open Reaction Database (ORD), a public repository of structured organic reaction records Starting materials: C(C1=CC=CC=C1)[C@@H]([C@@H](CN(S(=O)(=O)C1=CC=C(C=C1)[N+](=O)[O-])OC1CCCCC1)O)NC(O[C@H]1CO[C@H]2OCC[C@H]21)=O ((3R,3aS,6aR)hexahydrofuro[2,3-b]furan-3-yl (1S,2R)-1-benzyl-3-{(cyclohexyloxy)[(4-nitrophenyl)sulfonyl]amino}-2-hydroxypropylcarbamate), C(C)O (ethanol). The reagents and catalysts are [Pd] (Palladium on charcoal). The solvent is C(C)(=O)OCC (ethyl acetate). Conditions: time 16 hour. The product is NC1=CC=C(C=C1)S(=O)(=O)N(C[C@H]([C@H](CC1=CC=CC=C1)NC(O[C@H]1CO[C@H]2OCC[C@H]21)=O)O)OC2CCCCC2 ((3R,3aS,6aR)hexahydrofuro[2,3-b]furan-3-yl (1S,2R)-3-[[(4-aminophenyl)sulfonyl](cyclohexyloxy)amino]-1-benzyl-2-hydroxypropylcarbamate). The yield is 81.1%. RXN SMILES: [CH2:1]([C@H:8]([NH:32][C:33](=[O:43])[O:34][C@@H:35]1[C@H:42]2[C@H:38]([O:39][CH2:40][CH2:41]2)[O:37][CH2:36]1)[C@H:9]([OH:31])[CH2:10][N:11]([O:24][CH:25]1[CH2:30][CH2:29][CH2:28][CH2:27][CH2:26]1)[S:12]([C:15]1[CH:20]=[CH:19][C:18]([N+:21]([O-])=O)=[CH:17][CH:16]=1)(=[O:14])=[O:13])[C:2]1[CH:7]=[CH:6][CH:5]=[CH:4][CH:3]=1.C(O)C>[Pd].C(OCC)(=O)C>[NH2:21][C:18]1[CH:19]=[CH:20][C:15]([S:12]([N:11]([O:24][CH:25]2[CH2:26][CH2:27][CH2:28][CH2:29][CH2:30]2)[CH2:10][C@@H:9]([OH:31])[C@@H:8]([NH:32][C:33](=[O:43])[O:34][C@@H:35]2[C@H:42]3[C@H:38]([O:39][CH2:40][CH2:41]3)[O:37][CH2:36]2)[CH2:1][C:2]2[CH:3]=[CH:4][CH:5]=[CH:6][CH:7]=2)(=[O:14])=[O:13])=[CH:16][CH:17]=1. Reported procedure: To a solution of (3R,3aS,6aR)hexahydrofuro[2,3-b]furan-3-yl (1S,2R)-1-benzyl-3-{(cyclohexyloxy)[(4-nitrophenyl)sulfonyl]amino}-2-hydroxypropylcarbamate (115 mg, 0.186 mmol) in a 1:1 mixture of ethanol:ethyl acetate (6 mL) was added Palladium on charcoal (10 wt %, 30 mg). The starting material was reduced under an atmosphere of Hydrogen gas over 16 hrs. The reaction mixture was filtered and evaporated in vacuo. The residue was purified on a preparative TLC plate (20×20 cm, 500 uM) eluting with 3:...